From a dataset of the Open Reaction Database (ORD), a public repository of structured organic reaction records. describe an organic reaction: reactants, conditions, products, and yield Reactants: FC1=CC(=C(N)C=C1F)[N+](=O)[O-] (4,5-difluoro-2-nitroaniline), [H][H] (hydrogen), C(C(=O)C(=O)OCC)(=O)OCC (diethyl mesoxalate). Reagents/catalysts: [Pd] (palladium-on-carbon). Solvent: C(C)O (ethanol). The product is FC=1C=C2NC(C(=NC2=CC1F)C(=O)OCC)=O (Ethyl 6,7-Difluoro-3,4-dihydro-3-oxo-2-quinoxaline Carboxylate). Reaction SMILES: [F:1][C:2]1[C:8]([F:9])=[CH:7][C:5]([NH2:6])=[C:4]([N+:10]([O-])=O)[CH:3]=1.[H][H].[C:15](OCC)(=[O:23])[C:16]([C:18]([O:20][CH2:21][CH3:22])=[O:19])=O>[Pd].C(O)C>[F:1][C:2]1[CH:3]=[C:4]2[C:5](=[CH:7][C:8]=1[F:9])[N:6]=[C:16]([C:18]([O:20][CH2:21][CH3:22])=[O:19])[C:15](=[O:23])[NH:10]2. Procedure: A reaction mixture was prepared containing 8.75 g. of 4,5-difluoro-2-nitroaniline, 200 ml. of ethanol, and as a catalyst 1 g. of 10 percent palladium-on-carbon. The mixture was hydrogenated until the theoretical amount of hydrogen had been absorbed, using a low-pressure hydrogenation apparatus. The catalyst was separated by filtration using standard precautions and the product of the reaction, 4,5-difluoro-o-phenylenediamine, was reacted with diethyl mesoxalate following the procedure of Example... The reactants are COC1=CC=C2CC(N3C(C2=C1)=NC(=C3)C3=C(C=CC=C3)C)C (9-methoxy-5-methyl-2-(2-methylphenyl)-5,6-dihydroimidazo[2,1-a]isoquinoline), C(Cl)(Cl)Cl (chloroform). Reagents/catalysts: [Pd] (palladium on activated carbon). Solvent: C1CCCC2CCCCC12 (decalin). Product: COC1=CC=C2C=C(N3C(C2=C1)=NC(=C3)C3=C(C=CC=C3)C)C (9-Methoxy-5-methyl-2-(2-methylphenyl)imidazo[2,1-a]isoquinoline). The yield is 61.6%. RXN SMILES: [CH3:1][O:2][C:3]1[CH:12]=[C:11]2[C:6]([CH2:7][CH:8]([CH3:23])[N:9]3[CH:15]=[C:14]([C:16]4[CH:21]=[CH:20][CH:19]=[CH:18][C:17]=4[CH3:22])[N:13]=[C:10]32)=[CH:5][CH:4]=1.C(Cl)(Cl)Cl>C1C2C(CCCC2)CCC1.[Pd]>[CH3:1][O:2][C:3]1[CH:12]=[C:11]2[C:6]([CH:7]=[C:8]([CH3:23])[N:9]3[CH:15]=[C:14]([C:16]4[CH:21]=[CH:20][CH:19]=[CH:18][C:17]=4[CH3:22])[N:13]=[C:10]32)=[CH:5][CH:4]=1. Reported procedure: To a solution of 4.9 g of 9-methoxy-5-methyl-2-(2-methylphenyl)-5,6-dihydroimidazo[2,1-a]isoquinoline in 30 ml of decalin was added 0.97 g of palladium on activated carbon (Pd 10%) and the mixture was refluxed for 6 hours. After being cooled and an addition of 200 ml of chloroform, the mixture was filtered and the filtrate was evaporated in vacuo. The resultant residue was crystallized from a mixture of hexane and ethyl acetate(6:1) to give 3.0 g of the title compound. Starting materials: C(C1=CC=CC=C1)OC(=O)NC1=CC=C(C=C1)C=1N=CC(NC1C)=O (5-(4-Benzyloxycarbonylaminophenyl)-6-methyl-2(1H)-pyrazinone), Br (hydrogen bromide), C(C)O (ethanol). The solvent is C(C)(=O)O (acetic acid). Product: Br.NC1=CC=C(C=C1)C=1N=CC(NC1C)=O (5-(4-Aminophenyl)-6-methyl-2(1H)-pyrazinone hydrobromide), hydrobromide salt. Reaction SMILES: C(OC([NH:11][C:12]1[CH:17]=[CH:16][C:15]([C:18]2[N:19]=[CH:20][C:21](=[O:25])[NH:22][C:23]=2[CH3:24])=[CH:14][CH:13]=1)=O)C1C=CC=CC=1.[BrH:26].C(O)C>C(O)(=O)C>[BrH:26].[NH2:11][C:12]1[CH:13]=[CH:14][C:15]([C:18]2[N:19]=[CH:20][C:21](=[O:25])[NH:22][C:23]=2[CH3:24])=[CH:16][CH:17]=1 |f:4.5|. Procedure: 5-(4-Benzyloxycarbonylaminophenyl)-6-methyl-2(1H)-pyrazinone (0.5 g) was treated with hydrogen bromide in acetic acid in a manner similar to that described in Example 20 to give the title compound as its hydrobromide salt (340 mg) which after digestion with hot ethanol had m.p. >300° C.; δ(D2O) inter alia 2.39 (3H, d, CH3), 8.03 (1H, q, pyrazinone ring 3-H); ν(KBr) 1705, 1750 cm-1. Reactants: C(=O)N(C/C=C/C(=O)OCC)C=O (ethyl (2E)-4-(diformylamino)but-2-enoate), FC(C(=O)O)(F)F.C(C)O (trifluoroacetic acid ethanol). Yields the product FC(C(=O)O)(F)F.NC/C=C/C(=O)OCC (ethyl (2E)-4-aminobut-2-enoate trifluoroacetate). RXN SMILES: C([N:3](C=O)[CH2:4]/[CH:5]=[CH:6]/[C:7]([O:9][CH2:10][CH3:11])=[O:8])=O.[F:14][C:15]([F:20])([F:19])[C:16]([OH:18])=[O:17].C(O)C>>[F:14][C:15]([F:20])([F:19])[C:16]([OH:18])=[O:17].[NH2:3][CH2:4]/[CH:5]=[CH:6]/[C:7]([O:9][CH2:10][CH3:11])=[O:8] |f:1.2,3.4|. Procedure details: A solution of ethyl (2E)-4-(diformylamino)but-2-enoate (XV) (0.89 mg, 4.8 mmol) in a mixture trifluoroacetic acid-ethanol (absolute) (2:1, 10 mL) was stirred under reflux overnight (the reaction was followed by LC-MS and stopped when complete conversion was achieved). The solvent was evaporated under vacuum to obtain compound ethyl (2E)-4-aminobut-2-enoate trifluoroacetate (IV) as brown oil (undetermined yield), which was used without further purification in the next step. The reactants are CCc1cc(C(=O)O)c(O)cc1C, CC(=O)OC(C)=O, CC(=O)O, O. Yields the product CCc1cc(C(=O)O)c(OC(C)=O)cc1C. RXN SMILES: [CH2:1]([CH3:2])[c:3]1[c:4]([CH3:13])[cH:5][c:6]([OH:12])[c:7]([C:8](=[O:9])[OH:10])[cH:11]1.[CH3:14][C:15](=[O:16])[O:17][C:18](=[O:19])[CH3:20].[CH3:21][C:22](=[O:23])[OH:24].[OH2:25]>>[CH2:1]([CH3:2])[c:3]1[c:4]([CH3:13])[cH:5][c:6]([O:12][C:15]([CH3:14])=[O:16])[c:7]([C:8](=[O:9])[OH:10])[cH:11]1. The reactants are ClC1=C(N)C=C(C(=C1)Cl)Cl (2,4,5-trichloroaniline), ClC1=C(C=CC=C1)Cl (1,2-dichlorobenzene), N(=O)OC(C)(C)C (t-Butyl nitrite). Conditions: time 15 minute. The product is ClC1=C(C=C(C(=C1)Cl)Cl)C1=CC=C(C(=C1)Cl)Cl (2',4,4',5,5'-pentachlorobiphenyl). Reaction SMILES: [Cl:1][C:2]1[CH:8]=[C:7]([Cl:9])[C:6]([Cl:10])=[CH:5][C:3]=1N.[Cl:11][C:12]1[CH:17]=[CH:16][CH:15]=[CH:14][C:13]=1[Cl:18].N(OC(C)(C)C)=O>>[Cl:1][C:2]1[CH:8]=[C:7]([Cl:9])[C:6]([Cl:10])=[CH:5][C:3]=1[C:16]1[CH:17]=[C:12]([Cl:11])[C:13]([Cl:18])=[CH:14][CH:15]=1. Procedure: 2',4,4',5,5'-pentachlorobiphenyl was prepared according to the standard procedure of Cadogan [J. I. G. Cadogan, J. Chem. Soc. (London), 1962, 4257-58]. Thus, 2,4,5-trichloroaniline (20 g, 0.1 mol) was dissolved in 1,2-dichlorobenzene (125 mL, 1.1 mol). t-Butyl nitrite (28.2 mL, 1.1 mol) was introduce to the stirred solution in three portions over 10 min. After 15 min the evolution of gas had subsided, and the reaction mixture was heated to reflux behind a safety shield for 90 min, and then stirr... The reactants are NC(=O)C1C2C=CC(C2)C1Nc1nc(Cl)ncc1Cl, COc1cc2c(cc1N)CCN(CCO)CC2. Product: COc1cc2c(cc1Nc1ncc(Cl)c(NC3C4C=CC(C4)C3C(N)=O)n1)CCN(CCO)CC2. RXN SMILES: [Cl:1][c:2]1[n:3][cH:4][c:5]([Cl:19])[c:6]([NH:8][CH:9]2[CH:10]([C:16](=[O:17])[NH2:18])[CH:11]3[CH:12]=[CH:13][CH:14]2[CH2:15]3)[n:7]1.[NH2:20][c:21]1[cH:22][c:23]2[c:24]([cH:33][c:34]1[O:35][CH3:36])[CH2:25][CH2:26][N:27]([CH2:30][CH2:31][OH:32])[CH2:28][CH2:29]2>>[c:2]1([NH:20][c:21]2[cH:22][c:23]3[c:24]([cH:33][c:34]2[O:35][CH3:36])[CH2:25][CH2:26][N:27]([CH2:30][CH2:31][OH:32])[CH2:28][CH2:29]3)[n:3][cH:4][c:5]([Cl:19])[c:6]([NH:8][CH:9]2[CH:10]([C:16](=[O:17])[NH2:18])[CH:11]3[CH:12]=[CH:13][CH:14]2[CH2:15]3)[n:7]1.